From a dataset of the Open Reaction Database (ORD), a public repository of structured organic reaction records. describe an organic reaction: reactants, conditions, products, and yield Reactants: BrC=1C=C(C=C(C1)F)N(C1CCN(CC1)C)C ((3-bromo-5-fluorophenyl)-methyl-(1-methylpiperidin-4-yl)-amine), CC(C)([O-])C.[Na+] (sodium t-butoxide), C=1C=CC(=CC1)P(C=2C=CC=CC2)C3=CC=C4C=CC=CC4=C3C5=C6C=CC=CC6=CC=C5P(C=7C=CC=CC7)C=8C=CC=CC8 (BINAP), C(C1=CC=CC=C1)(C1=CC=CC=C1)=N (benzhydrylideneamine). The reagents and catalysts are C=1C=CC(=CC1)/C=C/C(=O)/C=C/C2=CC=CC=C2.C=1C=CC(=CC1)/C=C/C(=O)/C=C/C2=CC=CC=C2.C=1C=CC(=CC1)/C=C/C(=O)/C=C/C2=CC=CC=C2.[Pd].[Pd] (Pd2dba3). Solvent: C1(=CC=CC=C1)C (toluene), C1CCOC1 (THF). Conditions: time 2 hour. Product: FC=1C=C(C=C(C1)N(C1CCN(CC1)C)C)N (5-Fluoro-N-methyl-N-(1-methylpiperidin-4-yl)benzene-1,3-diamine). As a reaction SMILES: Br[C:2]1[CH:3]=[C:4]([N:9]([CH3:17])[CH:10]2[CH2:15][CH2:14][N:13]([CH3:16])[CH2:12][CH2:11]2)[CH:5]=[C:6]([F:8])[CH:7]=1.C1C=CC(P(C2C(C3C(P(C4C=CC=CC=4)C4C=CC=CC=4)=CC=C4C=3C=CC=C4)=C3C(C=CC=C3)=CC=2)C2C=CC=CC=2)=CC=1.C(=[NH:77])(C1C=CC=CC=1)C1C=CC=CC=1.CC(C)([O-])C.[Na+]>C1C=CC(/C=C/C(/C=C/C2C=CC=CC=2)=O)=CC=1.C1C=CC(/C=C/C(/C=C/C2C=CC=CC=2)=O)=CC=1.C1C=CC(/C=C/C(/C=C/C2C=CC=CC=2)=O)=CC=1.[Pd].[Pd].C1COCC1.C1(C)C=CC=CC=1>[F:8][C:6]1[CH:7]=[C:2]([NH2:77])[CH:3]=[C:4]([N:9]([CH3:17])[CH:10]2[CH2:15][CH2:14][N:13]([CH3:16])[CH2:12][CH2:11]2)[CH:5]=1 |f:3.4,5.6.7.8.9|. Procedure: The (3-bromo-5-fluorophenyl)-methyl-(1-methylpiperidin-4-yl)-amine intermediate is then aminated at the benzo 3-position, as for example, by reacting the intermediate with BINAP, Pd2dba3, benzhydrylideneamine, and sodium t-butoxide, in a suitable solvent, such as toluene or the like, under an inert atmosphere for about 1–3 hr., say about 2 hr., at about 50° C. to 100° C., say about 80° C. The resulting intermediate is treated with 1M HCL or the like in a suitable solvent, such as THF at 0° C. to... Reactants: CO, Cl, N#Cc1ccc2c(c1)S(=O)(=O)N=C(C1=C(O)C3C4CCC(C4)C3N(Cc3ccc(F)cc3)C1=O)N2. The product is Cl, NCc1ccc2c(c1)S(=O)(=O)N=C(C1=C(O)C3C4CCC(C4)C3N(Cc3ccc(F)cc3)C1=O)N2. As a reaction SMILES: [CH3:37][OH:38].[ClH:36].[F:1][c:2]1[cH:3][cH:4][c:5]([CH2:6][N:7]2[CH:8]3[CH:9]4[CH2:10][CH2:11][CH:12]([CH:13]3[C:14]([OH:32])=[C:15]([C:18]3=[N:19][S:20](=[O:30])(=[O:31])[c:21]5[c:22]([cH:24][cH:25][c:26]([C:28]#[N:29])[cH:27]5)[NH:23]3)[C:16]2=[O:17])[CH2:33]4)[cH:34][cH:35]1>>[ClH:36].[F:1][c:2]1[cH:3][cH:4][c:5]([CH2:6][N:7]2[CH:8]3[CH:9]4[CH2:10][CH2:11][CH:12]([CH:13]3[C:14]([OH:32])=[C:15]([C:18]3=[N:19][S:20](=[O:30])(=[O:31])[c:21]5[c:22]([cH:24][cH:25][c:26]([CH2:28][NH2:29])[cH:27]5)[NH:23]3)[C:16]2=[O:17])[CH2:33]4)[cH:34][cH:35]1.